From a dataset of the Open Reaction Database (ORD), a public repository of structured organic reaction records. describe an organic reaction: reactants, conditions, products, and yield Starting materials: CC=CC#N, CC(=O)Oc1cccc(C=O)c1, CN(C)C=O, N#C[Na]. Yields the product CC(=O)Oc1cccc(C(=O)C(C)CC#N)c1. RXN SMILES: [C:16]([CH:17]=[CH:18][CH3:19])#[N:20].[C:1]([CH3:2])(=[O:3])[O:4][c:5]1[cH:6][c:7]([CH:8]=[O:9])[cH:10][cH:11][cH:12]1.[CH3:21][N:22]([CH3:23])[CH:24]=[O:25].[Na:13][C:14]#[N:15]>>[C:1]([CH3:2])(=[O:3])[O:4][c:5]1[cH:6][c:7]([C:8](=[O:9])[CH:18]([CH2:17][C:16]#[N:20])[CH3:19])[cH:10][cH:11][cH:12]1.